Dataset: the Open Reaction Database (ORD), a public repository of structured organic reaction records. Task: describe an organic reaction: reactants, conditions, products, and yield Run at temperature 0 celsius. The product is FC1=C(C=CC(=C1)F)C(/C(/C)=N/O)=O ((E)-1-(2,4-difluoro-phenyl)-propane-1,2-dione-2-oxime). Starting materials: CCC(=O)C1=C(C=C(C=C1)F)F (2,4-difluoropropiophenone), CC1CCCCC1 (methylcyclohexane), Cl (hydrochloric acid), C(CCCC)ON=O (pentylnitrite). Procedure: To a solution of 170 g (1.00 mol) of 2,4-difluoropropiophenone in 200 g methylcyclohexane 37 g (1.01 mol) of gaseous hydrochloric acid is dosed over 3 hours at 0° C. Thereafter 120 g (1.04 mol) of pentylnitrite are added over a period 3 to 4 hours to the reaction mixture at +10° C. to +15° C. Following the end of the addition the batch is stirred for an hour at +10° C. to +15° C. during which time a suspension is formed. The reaction mixture is then cooled to 0° C. and stirred for a further hour... As a reaction SMILES: [CH3:1][CH2:2][C:3]([C:5]1[CH:10]=[CH:9][C:8]([F:11])=[CH:7][C:6]=1[F:12])=[O:4].CC1CCCCC1.Cl.C([O:26][N:27]=O)CCCC>>[F:12][C:6]1[CH:7]=[C:8]([F:11])[CH:9]=[CH:10][C:5]=1[C:3](=[O:4])/[C:2](=[N:27]/[OH:26])/[CH3:1]. Isolated yield 88.4%. The reactants are C(#N)C=1C(=C(C=CC1F)[C@H]1C[N+]2([C@H](CS1(=O)=O)CN(CC2)C(=O)OC(C)(C)C)[O-])C (tert-butyl (3S,9aS)-3-(3-cyano-4-fluoro-2-methylphenyl)hexahydropyrazino[2,1-c][1,4]thiazine-8(1H)-carboxylate 2,2,5-trioxide), C1(=CC=CC=C1)P(C1=CC=CC=C1)C1=CC=CC=C1 (TRIPHENYLPHOSPHINE). Run in CO (methanol), CN(C)C=O (DMF). Run at temperature 80 celsius. Product: C(#N)C=1C(=C(C=CC1F)[C@H]1CN2[C@H](CS1(=O)=O)CN(CC2)C(=O)OC(C)(C)C)C (tert-butyl (3S,9aS)-3-(3-cyano-4-fluoro-2-methylphenyl)hexahydropyrazino[2,1-c][1,4]thiazine-8(1H)-carboxylate 2,2-dioxide). Reaction SMILES: [C:1]([C:3]1[C:4]([CH3:30])=[C:5]([C@@H:10]2[S:15](=[O:17])(=[O:16])[CH2:14][C@@H:13]3[CH2:18][N:19]([C:22]([O:24][C:25]([CH3:28])([CH3:27])[CH3:26])=[O:23])[CH2:20][CH2:21][N+:12]3([O-])[CH2:11]2)[CH:6]=[CH:7][C:8]=1[F:9])#[N:2].C1(P(C2C=CC=CC=2)C2C=CC=CC=2)C=CC=CC=1>CN(C=O)C.CO>[C:1]([C:3]1[C:4]([CH3:30])=[C:5]([C@@H:10]2[S:15](=[O:16])(=[O:17])[CH2:14][C@@H:13]3[CH2:18][N:19]([C:22]([O:24][C:25]([CH3:27])([CH3:26])[CH3:28])=[O:23])[CH2:20][CH2:21][N:12]3[CH2:11]2)[CH:6]=[CH:7][C:8]=1[F:9])#[N:2]. Reported procedure: The above compound from step A (23 mg, 0.052 mmol) was combined with TRIPHENYLPHOSPHINE (24.71 mg, 0.094 mmol) in DMF (0.4 M) and warmed to 80° C. for 20 minutes. LC-Ms showed the completion of the reaction. The reaction mixture was diluted with methanol and purified with mass-directed reverse phase HPLC eluting with 10% acetonitrile/water with 0.1% TFA to 100% acetonitrile with 0.1% TFA to yield the title compound: 1H-NMR (500 MHz, CD3OD): δ ppm 9.05 (m, 1H), 7.24 (m, 1H), 4.63 (bs, 1H), 4.03 (... Starting materials: ClC(=O)C=1C=C(C=CC1OC(C)=O)C1=CC=C(C=C1)C(F)(F)F (acetic acid 3-chlorocarbonyl-4′-trifluoromethyl-biphenyl-4-yl ester), Cl.CS(=O)(=O)C1=CC=C(C=C1)C1=CC=C(C=C1)C[C@H](C1=NC(=NO1)C)N (2-(4′-methanesulfonyl-biphenyl-4-yl)-1-(R)-(3-methyl-[1,2,4]oxadiazol-5-yl)-ethylamine hydrochloride), CCN(C(C)C)C(C)C (DIEA). The product is CS(=O)(=O)C1=CC=C(C=C1)C1=CC=C(C=C1)C[C@H](C1=NC(=NO1)C)NC(=O)C=1C=C(C=CC1O)C1=CC=C(C=C1)C(F)(F)F (4-Hydroxy-4′-trifluoromethyl-biphenyl-3-carboxylic acid [2(4′-methanesulfonyl-biphenyl-4-yl)-1-(R)-(3-methyl-[1,2,4]oxadiazol-5-yl)-ethyl]-amide). Reaction SMILES: Cl[C:2]([C:4]1[CH:5]=[C:6]([C:14]2[CH:19]=[CH:18][C:17]([C:20]([F:23])([F:22])[F:21])=[CH:16][CH:15]=2)[CH:7]=[CH:8][C:9]=1[O:10]C(=O)C)=[O:3].Cl.[CH3:25][S:26]([C:29]1[CH:34]=[CH:33][C:32]([C:35]2[CH:40]=[CH:39][C:38]([CH2:41][C@@H:42]([NH2:49])[C:43]3[O:47][N:46]=[C:45]([CH3:48])[N:44]=3)=[CH:37][CH:36]=2)=[CH:31][CH:30]=1)(=[O:28])=[O:27].CCN(C(C)C)C(C)C>>[CH3:25][S:26]([C:29]1[CH:34]=[CH:33][C:32]([C:35]2[CH:40]=[CH:39][C:38]([CH2:41][C@@H:42]([NH:49][C:9]([C:4]3[CH:5]=[C:6]([C:14]4[CH:15]=[CH:16][C:17]([C:20]([F:21])([F:22])[F:23])=[CH:18][CH:19]=4)[CH:7]=[CH:8][C:2]=3[OH:3])=[O:10])[C:43]3[O:47][N:46]=[C:45]([CH3:48])[N:44]=3)=[CH:37][CH:36]=2)=[CH:31][CH:30]=1)(=[O:28])=[O:27] |f:1.2|. Reported procedure: 4-Hydroxy-4′-trifluoromethyl-biphenyl-3-carboxylic acid [2(4′-methanesulfonyl-biphenyl-4-yl)-1-(R)-(3-methyl-[1,2,4]oxadiazol-5-yl)-ethyl]-amide (49 mg) was prepared from acetic acid 3-chlorocarbonyl-4′-trifluoromethyl-biphenyl-4-yl ester (1.93 mL, 0.1 M CH2Cl2) and 2-(4′-methanesulfonyl-biphenyl-4-yl)-1-(R)-(3-methyl-[1,2,4]oxadiazol-5-yl)-ethylamine hydrochloride (80 mg, 0.175 mmol) and DIEA (92 μL, 0.525 mmol) using standard procedure M. The crude reaction mixture was concentrated and redisso...